Task: describe an organic reaction: reactants, conditions, products, and yield. Dataset: the Open Reaction Database (ORD), a public repository of structured organic reaction records The reactants are COc1c(F)cc(Br)cc1F, [Li]CCCC, C1CCOC1, CC(C)[N-]C(C)C, CC(C)NC(C)C, [Li+], CN(C)C=O. Product: COc1c(F)cc(Br)c(C=O)c1F. RXN SMILES: [Br:21][c:22]1[cH:23][c:24]([F:31])[c:25]([O:29][CH3:30])[c:26]([F:28])[cH:27]1.[CH2:1]([Li:2])[CH2:3][CH2:4][CH3:5].[CH2:37]1[O:38][CH2:39][CH2:40][CH2:41]1.[CH3:14][CH:15]([N-:16][CH:17]([CH3:18])[CH3:19])[CH3:20].[CH:6]([NH:7][CH:8]([CH3:9])[CH3:10])([CH3:11])[CH3:12].[Li+:13].[O:32]=[CH:33][N:34]([CH3:35])[CH3:36]>>[Br:21][c:22]1[cH:23][c:24]([F:31])[c:25]([O:29][CH3:30])[c:26]([F:28])[c:27]1[CH:33]=[O:32]. Reactants: [Li]CCCC, COC(=O)CCS, CC(C)[O-], CC(C)[O-], CC(C)[O-], CC(C)[O-], O=C(O)C1OC1c1ccccc1CCCCCCCCc1ccccc1, C1CCOC1, O, O=S(=O)(O)O, [Ti+4]. Product: COC(=O)CCSC(c1ccccc1CCCCCCCCc1ccccc1)C(O)C(=O)O. As a reaction SMILES: [CH2:8]([Li:9])[CH2:10][CH2:11][CH3:12].[CH3:1][O:2][C:3]([CH2:4][CH2:5][SH:6])=[O:7].[CH3:50][CH:51]([CH3:52])[O-:53].[CH3:55][CH:56]([CH3:57])[O-:58].[CH3:59][CH:60]([CH3:61])[O-:62].[CH3:63][CH:64]([CH3:65])[O-:66].[O:13]1[CH:14]([C:15](=[O:16])[OH:17])[CH:18]1[c:19]1[c:20]([CH2:25][CH2:26][CH2:27][CH2:28][CH2:29][CH2:30][CH2:31][CH2:32][c:33]2[cH:34][cH:35][cH:36][cH:37][cH:38]2)[cH:21][cH:22][cH:23][cH:24]1.[O:44]1[CH2:45][CH2:46][CH2:47][CH2:48]1.[OH2:49].[S:39](=[O:40])(=[O:41])([OH:42])[OH:43].[Ti+4:54]>>[CH3:1][O:2][C:3]([CH2:4][CH2:5][S:6][CH:18]([CH:14]([OH:13])[C:15](=[O:16])[OH:17])[c:19]1[c:20]([CH2:25][CH2:26][CH2:27][CH2:28][CH2:29][CH2:30][CH2:31][CH2:32][c:33]2[cH:34][cH:35][cH:36][cH:37][cH:38]2)[cH:21][cH:22][cH:23][cH:24]1)=[O:7]. Reactants: IC=1C=C(C=CC1)C(CCCCN1CCC(CC1)C=1C=C(C=CC1)NC(C(C)C)=O)=O (N-(3-{1-[5-(3-iodophenyl)-5-oxopentyl]-4-piperidinyl}phenyl)-2-methylpropanamide), Cl.CC1=C(C=CC=C1)NN (1-(2-methylphenyl)hydrazine hydrochloride). Product: IC=1C=C(C=CC1)C=1NC2=C(C=CC=C2C1CCCN1CCC(CC1)C=1C=C(C=CC1)NC(C(C)C)=O)C (N-[3-(1-{3-[2-(3-IODOPHENYL)-7-METHYL-1H-INDOL-3-YL]PROPYL}-4-PIPERIDINYL)PHENYL]-2-METHYLPROPANAMIDE). Reaction SMILES: [I:1][C:2]1[CH:3]=[C:4]([C:8](=O)[CH2:9][CH2:10][CH2:11][CH2:12][N:13]2[CH2:18][CH2:17][CH:16]([C:19]3[CH:20]=[C:21]([NH:25][C:26](=[O:30])[CH:27]([CH3:29])[CH3:28])[CH:22]=[CH:23][CH:24]=3)[CH2:15][CH2:14]2)[CH:5]=[CH:6][CH:7]=1.Cl.[CH3:33][C:34]1[CH:39]=[CH:38][CH:37]=[CH:36][C:35]=1[NH:40]N>>[I:1][C:2]1[CH:3]=[C:4]([C:8]2[NH:40][C:35]3[C:36]([C:9]=2[CH2:10][CH2:11][CH2:12][N:13]2[CH2:18][CH2:17][CH:16]([C:19]4[CH:20]=[C:21]([NH:25][C:26](=[O:30])[CH:27]([CH3:29])[CH3:28])[CH:22]=[CH:23][CH:24]=4)[CH2:15][CH2:14]2)=[CH:37][CH:38]=[CH:39][C:34]=3[CH3:33])[CH:5]=[CH:6][CH:7]=1 |f:1.2|. Procedure: Prepared by Procedure E and Scheme M using N-(3-{1-[5-(3-iodophenyl)-5-oxopentyl]-4-piperidinyl}phenyl)-2-methylpropanamide and 1-(2-methylphenyl)hydrazine hydrochloride: ESMS m/e: 620.2 (M+H)+. Reactants: F[B-](F)(F)F, CCOC(C)=O, CC(N)c1nc2cc(Cl)ccc2[nH]1, Cc1cc(C(=O)O)ccc1N1CCCS1(=O)=O, CN(C)C=O, CN(C)C(On1nnc2ccccc21)=[N+](C)C. Yields the product Cc1cc(C(=O)NC(C)c2nc3cc(Cl)ccc3[nH]2)ccc1N1CCCS1(=O)=O. RXN SMILES: [B-:31]([F:32])([F:33])([F:34])[F:35].[CH3:53][CH2:54][O:55][C:56](=[O:57])[CH3:58].[Cl:18][c:19]1[cH:20][c:21]2[c:22]([nH:23][c:24]([CH:26]([CH3:27])[NH2:28])[n:25]2)[cH:29][cH:30]1.[O:1]=[S:2]1(=[O:17])[N:3]([c:7]2[c:8]([CH3:16])[cH:9][c:10]([C:11](=[O:12])[OH:13])[cH:14][cH:15]2)[CH2:4][CH2:5][CH2:6]1.[O:59]=[CH:60][N:61]([CH3:62])[CH3:63].[n:36]1([O:37][C:38]([N:39]([CH3:40])[CH3:41])=[N+:42]([CH3:43])[CH3:44])[c:45]2[cH:46][cH:47][cH:48][cH:49][c:50]2[n:51][n:52]1>>[O:1]=[S:2]1(=[O:17])[N:3]([c:7]2[c:8]([CH3:16])[cH:9][c:10]([C:11](=[O:13])[NH:28][CH:26]([c:24]3[nH:23][c:22]4[c:21]([cH:20][c:19]([Cl:18])[cH:30][cH:29]4)[n:25]3)[CH3:27])[cH:14][cH:15]2)[CH2:4][CH2:5][CH2:6]1. Starting materials: CC1=CC=C(C=C1)S(=O)(=O)OC[C@H]1COC2=C(O1)C(=C(C=C2)N)C=CC ({(2R)-7-amino-8-[1-propenyl]-2,3-dihydro-1,4-benzodioxin-2-yl}methyl 4-methylbenzenesulfonate), ClC(=O)OCC1=CC=CC=C1 (benzyl chloroformate), C(C)(C)N(C(C)C)CC (N,N-diisopropylethylamine). Solvent: C(C)(=O)OCC (ethyl acetate), C(C)(=O)OCC (ethyl acetate). Conditions: time 0.5 hour. Product: CC1=CC=C(C=C1)S(=O)(=O)OCC1(COC2=C(O1)C=C(C=C2)NC(=O)OCC2=CC=CC=C2)C=CC ({7-{[(Benzyloxy)carbonyl]amino}-[-1-propenyl]-2,3-dihydro-1,4-benzodioxin-2-yl}methyl 4-Methylbenzenesulfonate). Yield: 78.8%. Reaction SMILES: [CH3:1][C:2]1[CH:7]=[CH:6][C:5]([S:8]([O:11][CH2:12][C@@H:13]2[O:18][C:17]3[C:19](C=CC)=[C:20]([NH2:23])[CH:21]=[CH:22][C:16]=3[O:15][CH2:14]2)(=[O:10])=[O:9])=[CH:4][CH:3]=1.Cl[C:28]([O:30][CH2:31][C:32]1[CH:37]=[CH:36][CH:35]=[CH:34][CH:33]=1)=[O:29].[CH:38](N(CC)C(C)C)([CH3:40])[CH3:39]>C(OCC)(=O)C>[CH3:1][C:2]1[CH:7]=[CH:6][C:5]([S:8]([O:11][CH2:12][C:13]2([CH:39]=[CH:38][CH3:40])[O:18][C:17]3[CH:19]=[C:20]([NH:23][C:28]([O:30][CH2:31][C:32]4[CH:37]=[CH:36][CH:35]=[CH:34][CH:33]=4)=[O:29])[CH:21]=[CH:22][C:16]=3[O:15][CH2:14]2)(=[O:9])=[O:10])=[CH:4][CH:3]=1. Procedure details: To a solution of {(2R)-7-amino-8-[1-propenyl]-2,3-dihydro-1,4-benzodioxin-2-yl}methyl 4-methylbenzenesulfonate (4.20 g, 11.2 mmole) in ethyl acetate (150 mL) was added benzyl chloroformate (8.00 mL, 56.0 mmole). The reaction mixture was stirred under nitrogen for 0.5 hour, then a solution of N,N-diisopropylethylamine (9.75 mL, 56 mmole) in ethyl acetate (75 mL) was added dropwise over a period of 0.5 hour. The mixture was stirred at room temperature under nitrogen overnight. The reaction was dil... The reactants are Cl (hydrochloric acid), tris(dibenzylideneacetone)palladium (0), C1=CC=CC=2C3=CC=CC=C3C(C12)COC(=O)N[C@H](C(=O)OC)CI (methyl(2R)-2-(((9H-fluoren-9-ylmethoxy)carbonyl)amino)-3-iodopropanoate), resultant mixture, O (Water), resultant mixture, resultant mixture, resultant mixture, C(C1=CC=CC=C1)OC1=CC(=C(C=C1)I)F (4-(benzyloxy)-2-fluoro-1-iodobenzene). The reagents and catalysts are [Zn] (zinc), C1(CCCCC1)P(C1=C(C=CC=C1)C1=C(C=CC=C1OC)OC)C1CCCCC1 (2-dicyclohexylphosphino-2′,6′-dimethoxybiphenyl), [Zn] (zinc), [Zn] (zinc), II (iodine). Run in CN(C)C=O (DMF), C(C)(=O)OCC (ethyl acetate), CN(C)C=O (DMF). The product is C(C1=CC=CC=C1)OC1=CC(=C(C=C1)C[C@@H](C(=O)OC)NC(=O)OCC1C2=CC=CC=C2C=2C=CC=CC12)F (Methyl(2S)-3-(4-(benzyloxy)-2-fluorophenyl)-2-(((9H-fluoren-9-ylmethoxy)carbonyl)amino)propanoate). Yield: 76.5%. As a reaction SMILES: Cl.[CH:2]1[C:14]2[CH:13]([CH2:15][O:16][C:17]([NH:19][C@@H:20]([CH2:25]I)[C:21]([O:23][CH3:24])=[O:22])=[O:18])[C:12]3[C:7](=[CH:8][CH:9]=[CH:10][CH:11]=3)[C:6]=2[CH:5]=[CH:4][CH:3]=1.[CH2:27]([O:34][C:35]1[CH:40]=[CH:39][C:38](I)=[C:37]([F:42])[CH:36]=1)[C:28]1[CH:33]=[CH:32][CH:31]=[CH:30][CH:29]=1.O>CN(C=O)C.[Zn].II.C1(P(C2CCCCC2)C2C=CC=CC=2C2C(OC)=CC=CC=2OC)CCCCC1.C(OCC)(=O)C>[CH2:27]([O:34][C:35]1[CH:40]=[CH:39][C:38]([CH2:25][C@H:20]([NH:19][C:17]([O:16][CH2:15][CH:13]2[C:12]3[CH:11]=[CH:10][CH:9]=[CH:8][C:7]=3[C:6]3[C:14]2=[CH:2][CH:3]=[CH:4][CH:5]=3)=[O:18])[C:21]([O:23][CH3:24])=[O:22])=[C:37]([F:42])[CH:36]=1)[C:28]1[CH:29]=[CH:30][CH:31]=[CH:32][CH:33]=1. Reported procedure: A zinc powder (51.6 g, 789 mmol) was added to 1 N hydrochloric acid (100 mL), the resultant mixture was sonicated and then allowed to stand, and then a supernatant was removed therefrom. This procedure was repeated two times. Water (300 mL) was added to the resultant zinc residue, the resultant solution was stirred and then allowed to stand, and then a supernatant was removed therefrom. This procedure was repeated three times. Acetone (300 mL) was added to the resultant product, the mixture was ... Starting materials: OO (hydrogen peroxide), OO (hydrogen peroxide), [C@@H]1([C@H](O)[C@H](O)[C@@H](CO)O1)N1C=NC=2C(N)=NC=NC12 (adenosine). Reagents/catalysts: [Pd] (palladium on carbon). The solvent is C(C)(=O)O (acetic acid), C(C)O (ethanol). Run at time 5 day. The product is [C@@H]1([C@H](O)[C@H](O)[C@@H](CO)O1)N1C=NC2=C(N)[N+](=CN=C12)[O-] (adenosine N1-oxide). Reaction SMILES: [C@@H:1]1([N:10]2[C:19]3[N:18]=[CH:17][N:16]=[C:14]([NH2:15])[C:13]=3[N:12]=[CH:11]2)[O:9][C@H:6]([CH2:7][OH:8])[C@@H:4]([OH:5])[C@H:2]1[OH:3].[OH:20]O>C(O)(=O)C.[Pd].C(O)C>[C@@H:1]1([N:10]2[C:19]3[C:13](=[C:14]([N+:16]([O-:20])=[CH:17][N:18]=3)[NH2:15])[N:12]=[CH:11]2)[O:9][C@H:6]([CH2:7][OH:8])[C@@H:4]([OH:5])[C@H:2]1[OH:3]. Procedure details: Twenty grams of adenosine (commercialized by Sigma-Aldrich Corporation, St. Louis, Mo. USA, Product code: A9251-25G) was dispersed in one liter of acetic acid, admixed with 100 mL of hydrogen peroxide solution, and stirred at ambient temperature for five days. To the resulting solution was added five grams of 5% palladium on carbon, commercialized by Kawaken Fine Chemicals Co., Ltd, Tokyo, Japan, followed by decomposing an excessive amount of hydrogen peroxide, filtering the resultant to remove ...